This data is from the Open Reaction Database (ORD), a public repository of structured organic reaction records. The task is: describe an organic reaction: reactants, conditions, products, and yield The reactants are O=C([O-])[O-], CC(=O)CC(C)C, COC(=O)c1ccccc1OCCCl, [I-], [K+], [K+], [K+], c1ccc2c(C3CCNCC3)c[nH]c2c1. Product: COC(=O)c1ccccc1OCCN1CCC(c2c[nH]c3ccccc23)CC1. RXN SMILES: [C:30](=[O:31])([O-:32])[O-:33].[CH2:38]([C:39]([CH3:40])=[O:41])[CH:42]([CH3:43])[CH3:44].[CH3:16][O:17][C:18]([c:19]1[c:20]([O:25][CH2:26][CH2:27][Cl:28])[cH:21][cH:22][cH:23][cH:24]1)=[O:29].[I-:37].[K+:34].[K+:35].[K+:36].[nH:1]1[cH:2][c:3]([CH:10]2[CH2:11][CH2:12][NH:13][CH2:14][CH2:15]2)[c:4]2[cH:5][cH:6][cH:7][cH:8][c:9]12>>[nH:1]1[cH:2][c:3]([CH:10]2[CH2:11][CH2:12][N:13]([CH2:27][CH2:26][O:25][c:20]3[c:19]([C:18]([O:17][CH3:16])=[O:29])[cH:24][cH:23][cH:22][cH:21]3)[CH2:14][CH2:15]2)[c:4]2[cH:5][cH:6][cH:7][cH:8][c:9]12. Reactants: C(=O)O (formic acid), Cl (hydrochloric acid), COC=1C=C(C=CC1OC)C(CC(OCC)OCC)C1=NC=CC2=CC(=C(C=C12)OC)OC (1-[1-(3,4-dimethoxy-phenyl)-3,3-diethoxy-propyl]-6,7-dimethoxy-isoquinoline). Run in CN(C=O)C (dimethylformamide). The product is [N].C1=NC=CC2=CC=CC=C12 (isoquinoline nitrogen). Isolated yield 362.9%. RXN SMILES: COC1C=C(C([C:20]2[C:29]3[C:24](=[CH:25][C:26](OC)=[C:27](OC)[CH:28]=3)[CH:23]=[CH:22][N:21]=2)CC(OCC)OCC)C=CC=1OC.C(O)=O.Cl>CN(C)C=O>[N:21].[CH:20]1[C:29]2[C:24](=[CH:25][CH:26]=[CH:27][CH:28]=2)[CH:23]=[CH:22][N:21]=1 |f:4.5|. Procedure: 7 g (0.0154 mole) of 1-[1-(3,4-dimethoxy-phenyl)-3,3-diethoxy-propyl]-6,7-dimethoxy-isoquinoline, prepared as described in example 7A, are refluxed at 160° C. for 16 hours in a mixture of 9 ml of dimethylformamide, 1.3 ml of 85% formic acid and 0.5 ml concentrated hydrochloric acid. After the reaction mixture has been concentrated under reduced pressure, it is made alkaline and extracted with benzene. 4 g of the title product are obtained, equivalent to a yield of 71.5%. m.p. 170° C.